Dataset: the Open Reaction Database (ORD), a public repository of structured organic reaction records. Task: describe an organic reaction: reactants, conditions, products, and yield The reactants are CS(=O)(=O)NC(CCCCNC(=O)OCc1ccccc1)C(=O)NCC(CC1(C(=O)NC(Cc2ccc(O)cc2)C(=O)O)CCCC1)C(=O)O, CCOC(C)=O, O. Yields the product CS(=O)(=O)NC(CCCCN)C(=O)NCC(CC1(C(=O)NC(Cc2ccc(O)cc2)C(=O)O)CCCC1)C(=O)O, O. As a reaction SMILES: [CH2:1]([c:4]1[cH:5][cH:6][cH:7][cH:9][cH:10]1)[O:8][C:2](=[O:3])[NH:11][CH2:12][CH2:13][CH2:14][CH2:15][CH:16]([NH:17][S:18](=[O:19])(=[O:20])[CH3:21])[C:22](=[O:23])[NH:24][CH2:25][CH:26]([CH2:27][C:28]1([C:33](=[O:34])[NH:35][CH:36]([CH2:37][c:38]2[cH:39][cH:40][c:41]([OH:44])[cH:42][cH:43]2)[C:45](=[O:46])[OH:47])[CH2:29][CH2:30][CH2:31][CH2:32]1)[C:48](=[O:49])[OH:50].[CH3:52][CH2:53][O:54][C:55](=[O:56])[CH3:57].[OH2:51]>>[NH2:11][CH2:12][CH2:13][CH2:14][CH2:15][CH:16]([NH:17][S:18](=[O:19])(=[O:20])[CH3:21])[C:22](=[O:23])[NH:24][CH2:25][CH:26]([CH2:27][C:28]1([C:33](=[O:34])[NH:35][CH:36]([CH2:37][c:38]2[cH:39][cH:40][c:41]([OH:44])[cH:42][cH:43]2)[C:45](=[O:46])[OH:47])[CH2:29][CH2:30][CH2:31][CH2:32]1)[C:48](=[O:49])[OH:50].[OH2:8]. The reactants are C1(CCCCC1)N(C(NC=1SC(=CN1)S(=O)(=O)N(CC(=O)N(CC)CC)C)=O)[C@@H]1CC[C@H](CC1)C (2-({2-[3-cyclohexyl-3-(trans-4-methyl-cyclohexyl)-ureido]-thiazole-5-sulfonyl}-methyl-amino)-N,N-diethyl-acetamide), C1(CCCCC1)N(C(NC=1SC(=CN1)S(=O)(=O)NCC(=O)O)=O)[C@@H]1CC[C@H](CC1)C ({2-[3-cyclohexyl-3-(trans-4-methyl-cyclohexyl)-ureido]-thiazole-5-sulfonylamino}-acetic acid), N1CCOCC1 (morpholine). The product is N1(CCOCC1)C(CNS(=O)(=O)C1=CN=C(S1)NC(=O)N([C@@H]1CC[C@H](CC1)C)C1CCCCC1)=O (2-[3-Cyclohexyl-3-(trans-4-methyl-cyclohexyl)-ureido]-thiazole-5-sulfonic acid (2-morpholin-4-yl-2-oxo-ethyl)-amide). RXN SMILES: [CH:1]1([N:7]([C@H:29]2[CH2:34][CH2:33][C@H:32]([CH3:35])[CH2:31][CH2:30]2)[C:8](=[O:28])[NH:9][C:10]2[S:11][C:12]([S:15]([N:18](C)[CH2:19][C:20]([N:22]([CH2:25][CH3:26])[CH2:23][CH3:24])=[O:21])(=[O:17])=[O:16])=[CH:13][N:14]=2)[CH2:6][CH2:5][CH2:4][CH2:3][CH2:2]1.C1(N([C@H]2CC[C@H](C)CC2)C(=O)NC2SC(S(NCC(O)=O)(=O)=[O:51])=CN=2)CCCCC1.N1CCOCC1>>[N:22]1([C:20](=[O:21])[CH2:19][NH:18][S:15]([C:12]2[S:11][C:10]([NH:9][C:8]([N:7]([CH:1]3[CH2:2][CH2:3][CH2:4][CH2:5][CH2:6]3)[C@H:29]3[CH2:30][CH2:31][C@H:32]([CH3:35])[CH2:33][CH2:34]3)=[O:28])=[N:14][CH:13]=2)(=[O:16])=[O:17])[CH2:23][CH2:24][O:51][CH2:26][CH2:25]1. Reported procedure: The title compound was prepared in a similar manner to 2-({2-[3-cyclohexyl-3-(trans-4-methyl-cyclohexyl)-ureido]-thiazole-5-sulfonyl}-methyl-amino)-N,N-diethyl-acetamide using {2-[3-cyclohexyl-3-(trans-4-methyl-cyclohexyl)-ureido]-thiazole-5-sulfonylamino}-acetic acid and morpholine. Starting materials: COC=1C=C(C=CC1)C1=C(C=C(C=C1)[N+](=O)[O-])C (1-(3-Methoxyphenyl)-2-methyl-4-nitrobenzene). The reagents and catalysts are [Pd] (palladium on charcoal). Run in C(C)O (ethanol), C(C)(=O)OCC (ethyl acetate). The product is NC1=CC(=C(C=C1)C1=CC(=CC=C1)OC)C (4-amino-1-(3-methoxyphenyl)-2-methylbenzene). Isolated yield 101.6%. RXN SMILES: [CH3:1][O:2][C:3]1[CH:4]=[C:5]([C:9]2[CH:14]=[CH:13][C:12]([N+:15]([O-])=O)=[CH:11][C:10]=2[CH3:18])[CH:6]=[CH:7][CH:8]=1>C(O)C.C(OCC)(=O)C.[Pd]>[NH2:15][C:12]1[CH:13]=[CH:14][C:9]([C:5]2[CH:6]=[CH:7][CH:8]=[C:3]([O:2][CH3:1])[CH:4]=2)=[C:10]([CH3:18])[CH:11]=1. Reported procedure: 1-(3-Methoxyphenyl)-2-methyl-4-nitrobenzene(23.4 gm, 96 mmol) was dissolved in a mixture of ethanol and ethyl acetate (3:1, 470 mL) and hydrogenated over 10% palladium on charcoal (2.3 gm) at 3 bar and 20° C. for 2 h. The mixture was filtered through Arbocel filter aid, washing with ethyl acetate. The filtrate was concentrated under reduced pressure to give 4-amino-1-(3-methoxyphenyl)-2-methylbenzene (20.8 gm, 100%) as a pinkish-brown oil. Solvent: O (water), OS(=O)(=O)O (H2SO4). Conditions: temperature 60 celsius. The reactants are OC1=NC=C(C(=O)O)C=C1 (6-Hydroxynicotinic acid), ice, I(=O)(=O)[O-].[K+] (Potassium iodate), [I-].[K+] (potassium iodide). Product: OC1=NC=C(C(=O)O)C=C1I (6-Hydroxy-5-iodonicotinic acid). Procedure: 6-Hydroxynicotinic acid (20 g) in water (200 ml) and H2SO4 (80 ml) was heated to 90° C. for 1 hour. Potassium iodate (0.42 equivalent) and potassium iodide (0.96 equivalent) were both added portionwise over 2 hours. After a further hour at 90° C. the mixture was cooled to 60° C. and added to 1 kg of ice. The brown solid was filtered off, dried and taken up in DMF (30 ml)/EtOH(1 litre). Sodium metabisulfite was added until the brown colour disappeared and the mixture was poured onto ice (2 kg), a... RXN SMILES: [OH:1][C:2]1[CH:10]=[CH:9][C:5]([C:6]([OH:8])=[O:7])=[CH:4][N:3]=1.[I:11]([O-])(=O)=O.[K+].[I-].[K+]>O.OS(O)(=O)=O>[OH:1][C:2]1[C:10]([I:11])=[CH:9][C:5]([C:6]([OH:8])=[O:7])=[CH:4][N:3]=1 |f:1.2,3.4|. The reactants are CC(=O)O, C1CCOC1, CC(C)[N-]C(C)C, FC(F)c1nc2ccccc2n1-c1nc(Cl)cc(Cl)n1, [Li+], Nc1cccnc1, O. The product is FC(F)c1nc2ccccc2n1-c1nc(Cl)cc(Nc2cccnc2)n1. As a reaction SMILES: [C:36]([OH:37])(=[O:38])[CH3:39].[CH2:40]1[O:41][CH2:42][CH2:43][CH2:44]1.[CH3:29][CH:30]([N-:31][CH:32]([CH3:33])[CH3:34])[CH3:35].[Cl:1][c:2]1[n:3][c:4](-[n:9]2[c:10]([CH:18]([F:19])[F:20])[n:11][c:12]3[c:13]2[cH:14][cH:15][cH:16][cH:17]3)[n:5][c:6]([Cl:8])[cH:7]1.[Li+:28].[NH2:21][c:22]1[cH:23][n:24][cH:25][cH:26][cH:27]1.[OH2:45]>>[c:2]1([NH:21][c:22]2[cH:23][n:24][cH:25][cH:26][cH:27]2)[n:3][c:4](-[n:9]2[c:10]([CH:18]([F:19])[F:20])[n:11][c:12]3[c:13]2[cH:14][cH:15][cH:16][cH:17]3)[n:5][c:6]([Cl:8])[cH:7]1. Starting materials: BrCCCCCCCCC(=O)NC=1C(=NC=CC1)SC (9-bromo-N-(2-methylthio-3-pyridyl)nonanamide), SC=1OC2=C(N1)C=CC=C2 (2-mercaptobenzoxazole), C([O-])([O-])=O.[K+].[K+] (potassium carbonate), C1COCCOCCOCCOCCOCCO1 (18-crown-6). Run in CN(C)C=O (DMF). Conditions: temperature 80 celsius, time 3 hour. Product: O1C(=NC2=C1C=CC=C2)SCCCCCCCCC(=O)NC=2C(=NC=CC2)SC (9-(benzoxazol-2-ylthio)-N-(2-methylthio-3-pyridyl)nonanamide). The yield is 77.3%. RXN SMILES: Br[CH2:2][CH2:3][CH2:4][CH2:5][CH2:6][CH2:7][CH2:8][CH2:9][C:10]([NH:12][C:13]1[C:14]([S:19][CH3:20])=[N:15][CH:16]=[CH:17][CH:18]=1)=[O:11].[SH:21][C:22]1[O:23][C:24]2[CH:30]=[CH:29][CH:28]=[CH:27][C:25]=2[N:26]=1.C(=O)([O-])[O-].[K+].[K+].C1OCCOCCOCCOCCOCCOC1>CN(C=O)C>[O:23]1[C:24]2[CH:30]=[CH:29][CH:28]=[CH:27][C:25]=2[N:26]=[C:22]1[S:21][CH2:2][CH2:3][CH2:4][CH2:5][CH2:6][CH2:7][CH2:8][CH2:9][C:10]([NH:12][C:13]1[C:14]([S:19][CH3:20])=[N:15][CH:16]=[CH:17][CH:18]=1)=[O:11] |f:2.3.4|. Reported procedure: To a DMF (5 ml) solution of this amide (90 mg, 0.25 mmol) and 2-mercaptobenzoxazole (38 mg, 0.25 mmol) were added potassium carbonate (42 mg, 0.30 mmol) and 18-crown-6 (7 mg, 0.03 mmol), and the mixture was stirred at 80° C. for 3 hours. The reaction mixture was allowed to cool, and then extracted with ethyl acetate. The organic layer was washed with water and then with a saturated aqueous solution of sodium chloride, and dried over sodium sulfate. Subsequently, the solvent was distilled off, an... Reactants: C(C)OCC=1N=C(OC1)CN1N=CC(=N1)[N+](=O)[O-] (4-(ethoxymethyl)-2-((4-nitro-2H-1,2,3-triazol-2-yl)methyl)oxazole), [NH4+].[Cl-] (NH4Cl), N#N (N2). Reagents/catalysts: [Fe] (iron). Solvent: CCO (EtOH), O (water). Reaction conditions: temperature 85 celsius, time 15 minute. Product: C(C)OCC=1N=C(OC1)CN1N=CC(=N1)N (2-((4-(Ethoxymethyl)oxazol-2-yl)methyl)-2H-1,2,3-triazol-4-amine). Reaction SMILES: N#N.[CH2:3]([O:5][CH2:6][C:7]1[N:8]=[C:9]([CH2:12][N:13]2[N:17]=[C:16]([N+:18]([O-])=O)[CH:15]=[N:14]2)[O:10][CH:11]=1)[CH3:4].[NH4+].[Cl-]>CCO.O.[Fe]>[CH2:3]([O:5][CH2:6][C:7]1[N:8]=[C:9]([CH2:12][N:13]2[N:17]=[C:16]([NH2:18])[CH:15]=[N:14]2)[O:10][CH:11]=1)[CH3:4] |f:2.3|. Reported procedure: In a flame dried round-bottomed flask equipped with a magnetic stir bar and under inert atmosphere (N2), a mixture of 4-(ethoxymethyl)-2-((4-nitro-2H-1,2,3-triazol-2-yl)methyl)oxazole (115 mg, 0.45 mmol), iron powder (77 mg, 1.36 mmol) and NH4Cl (123 mg, 2.27 mmol) in a mixture of EtOH (2.4 mL) and water (1.2 mL) was stirred at 85° C. for 15 min. The reaction mixture was filtered while hot and concentrated under reduced pressure. CH2Cl2 (25 mL) was added followed by 1N NaOH (25 mL). The layers w...